From a dataset of the Open Reaction Database (ORD), a public repository of structured organic reaction records. describe an organic reaction: reactants, conditions, products, and yield The reactants are O (water), solution, C[Li] (methyllithium), ClC=1C(=NC=C(C(=O)O)C1)Cl (5,6-dichloronicotinic acid). The solvent is CCOCC (ether), CCOCC (ether). Conditions: temperature 0 celsius, time 30 minute. Product: ClC1=NC=C(C=C1Cl)C(C)=O (2,3-dichloro-5-acetylpyridine). Yield: 95.0%. Reaction SMILES: [CH3:1][Li].[Cl:3][C:4]1[C:5]([Cl:13])=[N:6][CH:7]=[C:8]([CH:12]=1)[C:9]([OH:11])=O.O>CCOCC>[Cl:13][C:5]1[C:4]([Cl:3])=[CH:12][C:8]([C:9](=[O:11])[CH3:1])=[CH:7][N:6]=1. Procedure details: 62 ml of a 1.6 M solution (100 mmol) of methyllithium in ether are added to a solution of 9.6 g (50 mmol) of 5,6-dichloronicotinic acid in 250 ml of absolute ether at 0° C. When the addition has ended, the mixture is subsequently stirred at 0° C. for a further 30 minutes and 200 ml of water are then added, while cooling with ice. The phases are separated and the aqueous phase is extracted once more with 50 ml of ether. The combined organic phases are dried over sodium sulphate and evaporated. 9 ...